Dataset: the Open Reaction Database (ORD), a public repository of structured organic reaction records. Task: describe an organic reaction: reactants, conditions, products, and yield Yield: 87.3%. Procedure details: tert-Butyl 1,4,5,6-tetrahydroazepino[4,5-b]indole-3(2H)-carboxylate (0.111 g, 0.388 mmol) was dissolved in CH2Cl2 (10 mmol) and this solution was added to a mixture of 50% aqueous KOH (5 mL) and tetrabutylammonium hydrogen sulfate (0.100 g). The biphasic mixture was stirred vigorously at rt. 2-Chloroethyl phenyl sulfone (0.318 g, 1.55 mmol) was added, then the reaction mixture was stirred for 4 h. The organic phase was separated and the aqueous phase was extracted with CH2Cl2. The combined organ... The reactants are C1(=CC=CC=C1)S(=O)(=O)CCCl (2-Chloroethyl phenyl sulfone), C1CN(CCC=2NC=3C=CC=CC3C21)C(=O)OC(C)(C)C (tert-Butyl 1,4,5,6-tetrahydroazepino[4,5-b]indole-3(2H)-carboxylate), C(Cl)Cl (CH2Cl2), [OH-].[K+] (KOH). RXN SMILES: [CH2:1]1[C:14]2[C:13]3[CH:12]=[CH:11][CH:10]=[CH:9][C:8]=3[NH:7][C:6]=2[CH2:5][CH2:4][N:3]([C:15]([O:17][C:18]([CH3:21])([CH3:20])[CH3:19])=[O:16])[CH2:2]1.C(Cl)Cl.[OH-].[K+].[C:27]1([S:33]([CH2:36][CH2:37]Cl)(=[O:35])=[O:34])[CH:32]=[CH:31][CH:30]=[CH:29][CH:28]=1>S([O-])(O)(=O)=O.C([N+](CCCC)(CCCC)CCCC)CCC>[C:27]1([S:33]([CH2:36][CH2:37][N:7]2[C:8]3[CH:9]=[CH:10][CH:11]=[CH:12][C:13]=3[C:14]3[CH2:1][CH2:2][N:3]([C:15]([O:17][C:18]([CH3:21])([CH3:20])[CH3:19])=[O:16])[CH2:4][CH2:5][C:6]2=3)(=[O:35])=[O:34])[CH:32]=[CH:31][CH:30]=[CH:29][CH:28]=1 |f:2.3,5.6|. The reagents and catalysts are S(=O)(=O)(O)[O-].C(CCC)[N+](CCCC)(CCCC)CCCC (tetrabutylammonium hydrogen sulfate). The product is C1(=CC=CC=C1)S(=O)(=O)CCN1C2=C(C=3C=CC=CC13)CCN(CC2)C(=O)OC(C)(C)C (tert-butyl 6-[2-(phenylsulfonyl)ethyl]-1,4,5,6-tetrahydroazepino[4,5-b]indole-3(2H)-carboxylate). Starting materials: O (water), BrC=1C=C(C=NC1)C(=O)C1=CC=C(C=C1)C(O[SiH2]C(C)(C)C)(C)C ((5-bromo-pyridin-3-yl)-[4-(tert-butyl-dimethyl-silanyloxymethyl)-phenyl]-methanone), CN(C=O)C (dimethylformamide). The reagents and catalysts are C=1C=CC(=CC1)[P](C=2C=CC=CC2)(C=3C=CC=CC3)[Pd]([P](C=4C=CC=CC4)(C=5C=CC=CC5)C=6C=CC=CC6)([P](C=7C=CC=CC7)(C=8C=CC=CC8)C=9C=CC=CC9)[P](C=1C=CC=CC1)(C=1C=CC=CC1)C=1C=CC=CC1 (tetrakis(triphenylphosphine)palladium), [C-]#N.[Zn+2].[C-]#N (zinc cyanide). Run at temperature 80 celsius, time 18 hour. The product is C(C)(C)(C)[SiH2]OC(C1=CC=C(C(=O)C=2C=NC=C(C#N)C2)C=C1)(C)C (5-[4-(tert-butyl-dimethyl-silanyloxymethyl)-benzoyl]-nicotinonitrile). Yield: 63.0%. Reaction SMILES: Br[C:2]1[CH:3]=[C:4]([C:8]([C:10]2[CH:15]=[CH:14][C:13]([C:16]([CH3:24])([CH3:23])[O:17][SiH2:18][C:19]([CH3:22])([CH3:21])[CH3:20])=[CH:12][CH:11]=2)=[O:9])[CH:5]=[N:6][CH:7]=1.O.[CH3:26][N:27](C)C=O>C1C=CC([P]([Pd]([P](C2C=CC=CC=2)(C2C=CC=CC=2)C2C=CC=CC=2)([P](C2C=CC=CC=2)(C2C=CC=CC=2)C2C=CC=CC=2)[P](C2C=CC=CC=2)(C2C=CC=CC=2)C2C=CC=CC=2)(C2C=CC=CC=2)C2C=CC=CC=2)=CC=1.[C-]#N.[Zn+2].[C-]#N>[C:19]([SiH2:18][O:17][C:16]([CH3:24])([CH3:23])[C:13]1[CH:14]=[CH:15][C:10]([C:8]([C:4]2[CH:5]=[N:6][CH:7]=[C:2]([CH:3]=2)[C:26]#[N:27])=[O:9])=[CH:11][CH:12]=1)([CH3:22])([CH3:21])[CH3:20] |f:4.5.6,^1:34,36,55,74|. Reported procedure: Add tetrakis(triphenylphosphine)palladium (284 mg, 0.246 mmol) to a solution of (5-bromo-pyridin-3-yl)-[4-(tert-butyl-dimethyl-silanyloxymethyl)-phenyl]-methanone (1.0 g, 2.46 mmol) and zinc cyanide (578 mg, 4.92 mmol) in dimethylformamide (25 mL) and stir. Purge solution with nitrogen and heat to 80° C. After 18 hours, add water (100 mL) and extract with ethyl acetate. Combine organic layers, dry over sodium sulfate, filter and concentrate under reduced pressure to give a residue. Purify the re... The reactants are BrC1CCCC1, O=C([O-])[O-], CCOC(C)=O, CN(C)C=O, [Cs+], [Cs+], O, CCCc1nc(C)n(-c2ccc(O)cc2)c(=O)c1Cc1ccc(-c2ccccc2C#N)cc1. Yields the product CCCc1nc(C)n(-c2ccc(OC3CCCC3)cc2)c(=O)c1Cc1ccc(-c2ccccc2C#N)cc1. RXN SMILES: [Br:34][CH:35]1[CH2:36][CH2:37][CH2:38][CH2:39]1.[C:40](=[O:41])([O-:42])[O-:43].[CH3:46][CH2:47][O:48][C:49](=[O:50])[CH3:51].[CH3:52][N:53]([CH3:54])[CH:55]=[O:56].[Cs+:44].[Cs+:45].[OH2:57].[OH:1][c:2]1[cH:3][cH:4][c:5](-[n:8]2[c:9]([CH3:33])[n:10][c:11]([CH2:30][CH2:31][CH3:32])[c:12]([CH2:15][c:16]3[cH:17][cH:18][c:19](-[c:22]4[c:23]([C:28]#[N:29])[cH:24][cH:25][cH:26][cH:27]4)[cH:20][cH:21]3)[c:13]2=[O:14])[cH:6][cH:7]1>>[O:1]([c:2]1[cH:3][cH:4][c:5](-[n:8]2[c:9]([CH3:33])[n:10][c:11]([CH2:30][CH2:31][CH3:32])[c:12]([CH2:15][c:16]3[cH:17][cH:18][c:19](-[c:22]4[c:23]([C:28]#[N:29])[cH:24][cH:25][cH:26][cH:27]4)[cH:20][cH:21]3)[c:13]2=[O:14])[cH:6][cH:7]1)[CH:35]1[CH2:36][CH2:37][CH2:38][CH2:39]1. Starting materials: CC(C)(C)C(=O)Nc1nc(Cl)ccc1Cl, Cl, [Na+], [OH-], O, c1ccncc1. Yields the product Nc1nc(Cl)ccc1Cl. RXN SMILES: [Cl:1][c:2]1[c:3]([NH:9][C:10](=[O:11])[C:12]([CH3:13])([CH3:14])[CH3:15])[n:4][c:5]([Cl:8])[cH:6][cH:7]1.[ClH:25].[Na+:24].[OH-:23].[OH2:16].[cH:17]1[cH:18][cH:19][n:20][cH:21][cH:22]1>>[Cl:1][c:2]1[c:3]([NH2:9])[n:4][c:5]([Cl:8])[cH:6][cH:7]1. The reactants are C1C(CCC2=CC=CC=C12)N1C(N(C=C1)CC=1C=C(C(=O)OC)C=CC1)=S (methyl 3-[3-(1,2,3,4-tetrahydronaphthalen-2-yl)-2-thioxo-2,3-dihydro-1H-imidazol-1-ylmethyl]benzoate), [OH-].[Na+] (sodium hydroxide). Product: C1C(CCC2=CC=CC=C12)N1C(N(C=C1)CC=1C=C(C(=O)O)C=CC1)=S (3-[3-(1,2,3,4-tetrahydronaphthalen-2-yl)-2-thioxo-2,3-dihydro-1H-imidazol-1-ylmethyl]benzoic acid). Reaction SMILES: [CH2:1]1[C:10]2[C:5](=[CH:6][CH:7]=[CH:8][CH:9]=2)[CH2:4][CH2:3][CH:2]1[N:11]1[CH:15]=[CH:14][N:13]([CH2:16][C:17]2[CH:18]=[C:19]([CH:24]=[CH:25][CH:26]=2)[C:20]([O:22]C)=[O:21])[C:12]1=[S:27].[OH-].[Na+]>>[CH2:1]1[C:10]2[C:5](=[CH:6][CH:7]=[CH:8][CH:9]=2)[CH2:4][CH2:3][CH:2]1[N:11]1[CH:15]=[CH:14][N:13]([CH2:16][C:17]2[CH:18]=[C:19]([CH:24]=[CH:25][CH:26]=2)[C:20]([OH:22])=[O:21])[C:12]1=[S:27] |f:1.2|. Reported procedure: substituting methyl 3-[3-(1,2,3,4-tetrahydronaphthalen-2-yl)-2-thioxo-2,3-dihydro-1H-imidazol-1-ylmethyl]benzoate and sodium hydroxide gave 3-[3-(1,2,3,4-tetrahydronaphthalen-2-yl)-2-thioxo-2,3-dihydro-1H-imidazol-1-ylmethyl]benzoic acid, m.p. 252°-254° C.;